This data is from the Open Reaction Database (ORD), a public repository of structured organic reaction records. The task is: describe an organic reaction: reactants, conditions, products, and yield The reactants are CCOC(=O)C1CCC(=O)CC1C, C1CCOC1, [Li]CCCC, CO, CCOC(C)=O, O, c1cscn1. Product: CCOC(=O)C1CCC(O)(c2nccs2)CC1C. Reaction SMILES: [CH2:1]([CH3:2])[O:3][C:4](=[O:5])[CH:6]1[CH:7]([CH3:13])[CH2:8][C:9](=[O:12])[CH2:10][CH2:11]1.[CH2:26]1[O:27][CH2:28][CH2:29][CH2:30]1.[CH3:19][CH2:20][CH2:21][CH2:22][Li:23].[CH3:24][OH:25].[CH3:32][CH2:33][O:34][C:35]([CH3:36])=[O:37].[OH2:31].[cH:14]1[cH:15][s:16][cH:17][n:18]1>>[CH2:1]([CH3:2])[O:3][C:4](=[O:5])[CH:6]1[CH:7]([CH3:13])[CH2:8][C:9]([OH:12])([c:17]2[s:16][cH:15][cH:14][n:18]2)[CH2:10][CH2:11]1. Reactants: S(=O)(Cl)Cl (Thionyl chloride), ClC1=NC2=CC=C(C=C2C=C1C=NO)OC (2-chloro-6-methoxy-3-quinolinecarboxaldehyde oxime). Solvent: CN(C=O)C (dimethylformamide). Conditions: temperature 0 celsius, time 15 minute. Yields the product ClC1=NC2=CC=C(C=C2C=C1C#N)OC (2-chloro-6-methoxy-3-quinolinecarbonitrile). Yield: 98.3%. As a reaction SMILES: S(Cl)(Cl)=O.[Cl:5][C:6]1[C:15]([CH:16]=[N:17]O)=[CH:14][C:13]2[C:8](=[CH:9][CH:10]=[C:11]([O:19][CH3:20])[CH:12]=2)[N:7]=1>CN(C)C=O>[Cl:5][C:6]1[C:15]([C:16]#[N:17])=[CH:14][C:13]2[C:8](=[CH:9][CH:10]=[C:11]([O:19][CH3:20])[CH:12]=2)[N:7]=1. Reported procedure: Thionyl chloride (7.9 ml) was added dropwise over a 12 min period to a stirred solution of 16.3 g 2-chloro-6-methoxy-3-quinolinecarboxaldehyde oxime in 160 ml dimethylformamide at 0° C. The reaction mixture was stirred for 15 min longer at 0° C. and then at room temperature overnight. The mixture was then quenched in ice-water, and the yellow solid product was collected, washed with water and dried in vacuo at 75° C. to give 14.8 g 2-chloro-6-methoxy-3-quinolinecarbonitrile, m.p. 201°-202° C. Reactants: CN(C)C=O, O=P(OC1=Nc2ccc(Cl)cc2C(c2ccccc2)=NC1)(N1CCOCC1)N1CCOCC1, [H-], [H-], C[N+](=O)[O-], [Na+]. Product: O=[N+]([O-])C=C1CN=C(c2ccccc2)c2cc(Cl)ccc2N1. Reaction SMILES: [CH3:41][N:42]([CH3:43])[CH:44]=[O:45].[Cl:8][c:9]1[cH:10][cH:11][c:12]2[c:13]([cH:40]1)[C:14]([c:34]1[cH:35][cH:36][cH:37][cH:38][cH:39]1)=[N:15][CH2:16][C:17]([O:19][P:20]([N:21]1[CH2:22][CH2:23][O:24][CH2:25][CH2:26]1)([N:27]1[CH2:28][CH2:29][O:30][CH2:31][CH2:32]1)=[O:33])=[N:18]2.[H-:5].[H-:7].[N+:1](=[O:2])([O-:3])[CH3:4].[Na+:6]>>[N+:1](=[O:2])([O-:3])[CH:4]=[C:17]1[CH2:16][N:15]=[C:14]([c:34]2[cH:35][cH:36][cH:37][cH:38][cH:39]2)[c:13]2[c:12]([cH:11][cH:10][c:9]([Cl:8])[cH:40]2)[NH:18]1. Reactants: ClC1=C(C=CC(=C1F)OC)C(C1(OC1)C(F)(F)F)NC1=C2C=CC(NC2=CC(=C1)F)=O (5-{[(2-chloro-3-fluoro-4-methoxyphenyl)(2-trifluoromethyl-oxiranyl)methyl]amino}-7-fluoro-1H-quinolin-2-on), C([O-])([O-])=O.[Cs+].[Cs+] (Caesium carbonate), C(C)O (ethanol), O (water). Product: ClC1=C(C=CC(=C1F)OC)C(C(C(F)(F)F)(O)COCC)NC1=C2C=CC(NC2=CC(=C1)F)=O (5-{[1-(2-Chloro-3-fluoro-4-methoxyphenyl)-2-(ethoxymethyl)-3,3,3-trifluoro-2-hydroxypropyl]amino}-7-fluoro-1H-quinolin-2-one). Reaction SMILES: [Cl:1][C:2]1[C:7]([F:8])=[C:6]([O:9][CH3:10])[CH:5]=[CH:4][C:3]=1[CH:11]([NH:19][C:20]1[CH:29]=[C:28]([F:30])[CH:27]=[C:26]2[C:21]=1[CH:22]=[CH:23][C:24](=[O:31])[NH:25]2)[C:12]1([C:15]([F:18])([F:17])[F:16])[CH2:14][O:13]1.C(=O)([O-])[O-].[Cs+].[Cs+].O.[CH2:39]([OH:41])[CH3:40]>>[Cl:1][C:2]1[C:7]([F:8])=[C:6]([O:9][CH3:10])[CH:5]=[CH:4][C:3]=1[CH:11]([NH:19][C:20]1[CH:29]=[C:28]([F:30])[CH:27]=[C:26]2[C:21]=1[CH:22]=[CH:23][C:24](=[O:31])[NH:25]2)[C:12]([CH2:14][O:41][CH2:39][CH3:40])([OH:13])[C:15]([F:17])([F:16])[F:18] |f:1.2.3|. Reported procedure: 70 mg (0.15 mmol) 5-{[(2-chloro-3-fluoro-4-methoxyphenyl)(2-trifluoromethyl-oxiranyl)methyl]amino}-7-fluoro-1H-quinolin-2-on obtained in example 3 are stirred with 84 mg (0.26 mmol) Caesium carbonate in 0.67 ml ethanol. After 40 hours water is added and the aqueous phase is extracted with ethyl acetate. The combined organic phases are washed with brine and dried over sodium sulphate. After removal of the solvent preparative thin layer chromatography on silica gel (ethyl acetate) yields 22 mg of ... The yield is 70.7%. Conditions: temperature 100 celsius, time 1 hour. The solvent is O (water). The reactants are ClC1=CC(=C(C=C1)[N+](=O)[O-])F (4-chloro-2-fluoronitrobenzene), OC=1C=C(C=CC1)[C@H](C)NC(OC(C)(C)C)=O (tert-butyl(1S)-1-(3-hydroxyphenyl)ethylcarbamate), C([O-])([O-])=O.[K+].[K+] (potassium carbonate), CN(C=O)C (N,N-dimethylformamide). Reaction SMILES: [Cl:1][C:2]1[CH:7]=[CH:6][C:5]([N+:8]([O-:10])=[O:9])=[C:4](F)[CH:3]=1.[OH:12][C:13]1[CH:14]=[C:15]([C@@H:19]([NH:21][C:22](=[O:28])[O:23][C:24]([CH3:27])([CH3:26])[CH3:25])[CH3:20])[CH:16]=[CH:17][CH:18]=1.C(=O)([O-])[O-].[K+].[K+].CN(C)C=O>O>[Cl:1][C:2]1[CH:7]=[CH:6][C:5]([N+:8]([O-:10])=[O:9])=[C:4]([CH:3]=1)[O:12][C:13]1[CH:14]=[C:15]([C@@H:19]([NH:21][C:22](=[O:28])[O:23][C:24]([CH3:27])([CH3:26])[CH3:25])[CH3:20])[CH:16]=[CH:17][CH:18]=1 |f:2.3.4|. The product is ClC=1C=CC(=C(OC=2C=C(C=CC2)[C@H](C)NC(OC(C)(C)C)=O)C1)[N+](=O)[O-] (tert-butyl(1S)-(-)-1-[3-(5-chloro-2-nitrophenoxy)phenyl]ethylcarbamate). Procedure: A mixture of 4-chloro-2-fluoronitrobenzene (10.4 g, 59.2 mmols), tert-butyl(1S)-1-(3-hydroxyphenyl)ethylcarbamate (13.4 g, 56.5 mmols), potassium carbonate (9.4 g, 68 mmols) and N,N-dimethylformamide (150 ml) was stirred at 100° C. for 1 hour. The reaction mixture was cooled, poured into water, and extracted with ethyl acetate. The extract was washed with water and brine, and then dried with anhydrous magnesium sulfate, and the solvent was evaporated away. The residue was purified through silica... Starting materials: CC(C)(C)OC(=O)CNC(=O)C1=C(O)c2cccc(F)c2C2(CCOCC2)C1=O, O=C(O)C(F)(F)F, O. The product is O=C(O)CNC(=O)C1=C(O)c2cccc(F)c2C2(CCOCC2)C1=O. As a reaction SMILES: [F:1][c:2]1[cH:3][cH:4][cH:5][c:6]2[c:11]1[C:10]1([C:9](=[O:17])[C:8]([C:18](=[O:19])[NH:20][CH2:21][C:22](=[O:23])[O:24][C:25]([CH3:26])([CH3:27])[CH3:28])=[C:7]2[OH:29])[CH2:12][CH2:13][O:14][CH2:15][CH2:16]1.[F:30][C:31]([F:32])([F:33])[C:34]([OH:35])=[O:36].[OH2:37]>>[F:1][c:2]1[cH:3][cH:4][cH:5][c:6]2[c:11]1[C:10]1([C:9](=[O:17])[C:8]([C:18](=[O:19])[NH:20][CH2:21][C:22](=[O:23])[OH:24])=[C:7]2[OH:29])[CH2:12][CH2:13][O:14][CH2:15][CH2:16]1. The reactants are CC1=CC=C(NC2=C(C(=O)O)C=C(C(=C2)C(=O)O)NC2=CC=C(C=C2)C)C=C1 (2,5-di(4-methylanilino)terephthalic acid), COCCCNS(=O)(=O)C1=CC=C(NC2=C(CC(=C(C2)C(=O)OC)NC2=CC=C(C=C2)S(NCCCOC)(=O)=O)C(=O)OC)C=C1 (2,5-bis[4-(3-methoxypropylsulfamoyl)anilino]-1,4-cyclohexadiene-1,4-dicarboxylic acid, dimethyl ester). Product: CC1=CC2=C(C=C1)NC3=CC4=C(C=C3C2=O)NC5=C(C4=O)C=C(C=C5)C (2,9-Dimethylquinacridone). As a reaction SMILES: [CH3:1][C:2]1[CH:28]=[CH:27][C:5]([NH:6][C:7]2[CH:15]=[C:14]([C:16]([OH:18])=O)[C:13]([NH:19][C:20]3[CH:25]=[CH:24][C:23]([CH3:26])=[CH:22][CH:21]=3)=[CH:12][C:8]=2[C:9](O)=[O:10])=[CH:4][CH:3]=1.COCCCNS(C1C=CC(NC2CC(C(OC)=O)=C(NC3C=CC(S(=O)(=O)NCCCOC)=CC=3)CC=2C(OC)=O)=CC=1)(=O)=O>>[CH3:1][C:2]1[CH:28]=[CH:27][C:5]2[NH:6][C:7]3[C:8]([C:9](=[O:10])[C:4]=2[CH:3]=1)=[CH:12][C:13]1[NH:19][C:20]2[CH:25]=[CH:24][C:23]([CH3:26])=[CH:22][C:21]=2[C:16](=[O:18])[C:14]=1[CH:15]=3. Procedure: Pigmentary 2,9-dimethylquinacridone was prepared exactly as described in comparison Example 1 except that 10% by weight, relative to the 2,5-di(4-methylanilino)terephthalic acid, of 2,5-bis[4-(3-methoxypropylsulfamoyl)anilino]-1,4-cyclohexadiene-1,4-dicarboxylic acid, dimethyl ester (6.8 g) was included in the ring-closure reaction. 2,9-Dimethylquinacridone (60.3 g) was obtained as a magenta pigment. The reactants are C(C)C1=CC=C(CSC=2C=C(C(N(C2)COC)=O)OCOC)C=C1 (5-[(4-ethylbenzyl)sulfanyl]-3-(methoxymethoxy)-1-(methoxymethyl)pyridin-2(1H)-one), C(C)C1=CC=C(CSC=2C=C(C(N(C2)COC)=O)OCOC)C=C1 (5-[(4-ethylbenzyl)sulfanyl]-3-(methoxymethoxy)-1-(methoxymethyl)pyridin-2(1H)-one), ClCC1=CC=C(C=C1)OC (1-(chloromethyl)-4-methoxybenzene). Product: COC1=CC=C(CSC=2C=C(C(N(C2)COC)=O)OCOC)C=C1 (5-[(4-Methoxybenzyl)sulfanyl]-3-(methoxymethoxy)-1-(methoxymethyl)pyridin-2(1H)-one). RXN SMILES: C([C:3]1[CH:24]=[CH:23][C:6]([CH2:7][S:8][C:9]2[CH:10]=[C:11]([O:19][CH2:20][O:21][CH3:22])[C:12](=[O:18])[N:13]([CH2:15][O:16][CH3:17])[CH:14]=2)=[CH:5][CH:4]=1)C.ClCC1C=C[C:30]([O:33]C)=CC=1>>[CH3:30][O:33][C:3]1[CH:4]=[CH:5][C:6]([CH2:7][S:8][C:9]2[CH:10]=[C:11]([O:19][CH2:20][O:21][CH3:22])[C:12](=[O:18])[N:13]([CH2:15][O:16][CH3:17])[CH:14]=2)=[CH:23][CH:24]=1. Procedure details: Prepared as described for 5-[(4-ethylbenzyl)sulfanyl]-3-(methoxymethoxy)-1-(methoxymethyl)pyridin-2(1H)-one (Intermediate 17) but using 1-(chloromethyl)-4-methoxybenzene instead of 1-(chloromethyl)-4-ethylbenzene. Reactants: CCOC(=O)C(CC(=O)c1ccccc1)NC(C)C(=O)O, CCO, [H][H], [Na+], [Na+], O=S(=O)([O-])[O-], O, O=S(=O)(O)O. The product is CCOC(=O)C(CCc1ccccc1)NC(C)C(=O)O. RXN SMILES: [CH2:1]([CH3:2])[O:3][C:4](=[O:5])[CH:6]([CH2:7][C:8]([c:9]1[cH:10][cH:11][cH:12][cH:13][cH:14]1)=[O:15])[NH:16][CH:17]([CH3:18])[C:19](=[O:20])[OH:21].[CH3:37][CH2:38][OH:39].[H:35][H:36].[Na+:28].[Na+:29].[O-:30][S:31](=[O:32])(=[O:33])[O-:34].[OH2:27].[S:22](=[O:23])(=[O:24])([OH:25])[OH:26]>>[CH2:1]([CH3:2])[O:3][C:4](=[O:5])[CH:6]([CH2:7][CH2:8][c:9]1[cH:10][cH:11][cH:12][cH:13][cH:14]1)[NH:16][CH:17]([CH3:18])[C:19](=[O:20])[OH:21]. The reactants are N#Cc1coc2ccccc12, COc1ccc(I)cc1, [Mg], O, O=S(=O)(O)O. The product is COc1ccc(C(=O)c2coc3ccccc23)cc1. As a reaction SMILES: [C:11](#[N:12])[c:13]1[cH:14][o:15][c:16]2[c:17]1[cH:18][cH:19][cH:20][cH:21]2.[I:2][c:3]1[cH:4][cH:5][c:6]([O:9][CH3:10])[cH:7][cH:8]1.[Mg:1].[OH2:27].[S:22]([OH:23])(=[O:24])(=[O:25])[OH:26]>>[c:3]1([C:11]([c:13]2[cH:14][o:15][c:16]3[c:17]2[cH:18][cH:19][cH:20][cH:21]3)=[O:23])[cH:4][cH:5][c:6]([O:9][CH3:10])[cH:7][cH:8]1.